describe an organic reaction: reactants, conditions, products, and yield From a dataset of the Open Reaction Database (ORD), a public repository of structured organic reaction records. Procedure details: Prepared analogously to Example 1g from C-(6-bromo-3H-imidazo[4,5-b]pyridin-2-yl)methylamine, TBTU, diisopropylethylamine, and 3-methyl-4-(pyrrolidin-1-ylcarbonyl)benzoic acid in tetrahydrofuran. Yield: 190 mg (76%); Rf value: 0.67 (silica gel; dichloromethane/ethanol=8:2+2% ammonia solution); C20H20BrN5O2 (442,32); mass spectrum: (M+H)+=442/444 (bromine isotope). Starting materials: BrC=1C=C2C(=NC1)NC(=N2)CN (C-(6-bromo-3H-imidazo[4,5-b]pyridin-2-yl)methylamine), CN(C)C(=[N+](C)C)ON1C2=C(C=CC=C2)N=N1.[B-](F)(F)(F)F (TBTU), C(C)(C)N(CC)C(C)C (diisopropylethylamine), CC=1C=C(C(=O)O)C=CC1C(=O)N1CCCC1 (3-methyl-4-(pyrrolidin-1-ylcarbonyl)benzoic acid), BrBr (bromine), N (ammonia), C20H20BrN5O2. Reaction SMILES: [Br:1][C:2]1[CH:3]=[C:4]2[N:10]=[C:9]([CH2:11][NH2:12])[NH:8][C:5]2=[N:6][CH:7]=1.CN(C(ON1N=NC2C=CC=CC1=2)=[N+](C)C)C.[B-](F)(F)(F)F.C(N(C(C)C)CC)(C)C.[CH3:44][C:45]1[CH:46]=[C:47]([CH:51]=[CH:52][C:53]=1[C:54]([N:56]1[CH2:60][CH2:59][CH2:58][CH2:57]1)=[O:55])[C:48](O)=[O:49].N.BrBr>O1CCCC1.ClCCl.C(O)C>[Br:1][C:2]1[CH:3]=[C:4]2[N:10]=[C:9]([CH2:11][NH:12][C:48](=[O:49])[C:47]3[CH:51]=[CH:52][C:53]([C:54]([N:56]4[CH2:57][CH2:58][CH2:59][CH2:60]4)=[O:55])=[C:45]([CH3:44])[CH:46]=3)[NH:8][C:5]2=[N:6][CH:7]=1 |f:1.2,8.9|. The solvent is O1CCCC1 (tetrahydrofuran), ClCCl.C(C)O (dichloromethane ethanol). Product: BrC=1C=C2C(=NC1)NC(=N2)CNC(C2=CC(=C(C=C2)C(=O)N2CCCC2)C)=O (N-(6-bromo-3H-imidazo[4,5-b]pyridin-2-yl)methyl-3-methyl-4-(pyrrolidin-1-ylcarbonyl)benzamide). Starting materials: [Na] (sodium), [Na] (sodium), C(C1=CC=CC=C1)S (benzylmercaptan), ClC1=C(C(OC2=CC=CC=C12)C1=CC=CC=C1)C=O (4-chloro-3-formyl-flav-3-ene). Run in CO (methanol). Run at time 15 minute. Yields the product C(C1=CC=CC=C1)SC1=C(C(OC2=CC=CC=C12)C1=CC=CC=C1)C=O (4-benzylmercapto-3-formyl-flav-3-ene). RXN SMILES: [Na].[CH2:2]([SH:9])[C:3]1[CH:8]=[CH:7][CH:6]=[CH:5][CH:4]=1.Cl[C:11]1[C:20]2[C:15](=[CH:16][CH:17]=[CH:18][CH:19]=2)[O:14][CH:13]([C:21]2[CH:26]=[CH:25][CH:24]=[CH:23][CH:22]=2)[C:12]=1[CH:27]=[O:28]>CO>[CH2:2]([S:9][C:11]1[C:20]2[C:15](=[CH:16][CH:17]=[CH:18][CH:19]=2)[O:14][CH:13]([C:21]2[CH:26]=[CH:25][CH:24]=[CH:23][CH:22]=2)[C:12]=1[CH:27]=[O:28])[C:3]1[CH:8]=[CH:7][CH:6]=[CH:5][CH:4]=1 |^1:0|. Procedure: 1.25 g sodium is allowed to react with 150 ml absolute methanol. When all the sodium has disappeared, one adds 6 ml benzylmercaptan and 13.5 g 4-chloro-3-formyl-flav-3-ene and refluxes over 15 minutes. After solvent evaporation and extraction with methylene chloride the residue is crystallized in a mixture of hexane and diisopropylether. Pure 4-benzylmercapto-3-formyl-flav-3-ene is obtained as yellow crystals; m.p. 99°-100° C. Reported procedure: The solution of isopropyl 2-(1,3-dithietan-2-ylidene)-2-(ethoxycarboxycarbonyl)acetate (10 g) and 2-aminothiazole (4.0 g) in methylene chloride (100 ml) was stirred at room temperature for 24 hrs. The reaction mixture was washed with 10% aqueous sodium hydroxide solution and water and then evaporated. The residue was chromatographed on silica gel column using methylene chloride as an eluent to afford the titled compound as a white solid (6.5 g, 63%). Isolated yield 62.9%. Yields the product S1C(SC1)=C(C(=O)OC(C)C)C(NC=1SC=CN1)=O (Isopropyl 2-(1,3-dithietan-2-ylidene)-2-[N-(2-thiazolyl)carbamoyl]acetate). The reactants are S1C(SC1)=C(C(=O)OC(C)C)C(=O)C(=O)OOCC (isopropyl 2-(1,3-dithietan-2-ylidene)-2-(ethoxycarboxycarbonyl)acetate), NC=1SC=CN1 (2-aminothiazole). The solvent is C(Cl)Cl (methylene chloride). As a reaction SMILES: [S:1]1[CH2:4][S:3][C:2]1=[C:5]([C:12](C(OOCC)=O)=[O:13])[C:6]([O:8][CH:9]([CH3:11])[CH3:10])=[O:7].[NH2:20][C:21]1[S:22][CH:23]=[CH:24][N:25]=1>C(Cl)Cl>[S:3]1[CH2:4][S:1][C:2]1=[C:5]([C:12](=[O:13])[NH:20][C:21]1[S:22][CH:23]=[CH:24][N:25]=1)[C:6]([O:8][CH:9]([CH3:10])[CH3:11])=[O:7]. Reactants: CN1CCC(=O)CC1, CC(=O)O, CC(C)=O, Cc1ccc(N)cc1, ClCCl, N#C[Na]. Product: Cc1ccc(NC2(C#N)CCN(C)CC2)cc1. RXN SMILES: [CH3:12][N:13]1[CH2:14][CH2:15][C:16](=[O:19])[CH2:17][CH2:18]1.[CH3:23][C:24](=[O:25])[OH:26].[CH3:27][C:28](=[O:29])[CH3:30].[CH3:4][c:5]1[cH:6][cH:7][c:8]([NH2:9])[cH:10][cH:11]1.[Cl:20][CH2:21][Cl:22].[Na:1][C:2]#[N:3]>>[C:2](#[N:3])[C:16]1([NH:9][c:8]2[cH:7][cH:6][c:5]([CH3:4])[cH:11][cH:10]2)[CH2:15][CH2:14][N:13]([CH3:12])[CH2:18][CH2:17]1. The product is C1(=CC=CC=C1)C1CC(C2=CC=CC=C12)(CC1=CC=NC=C1)CC1=CC=NC=C1 (4-((2,3-dihydro-3-phenyl-1-(4-pyridinylmethyl)-1H-inden-1-ylmethyl))-pyridine). Conditions: time 2 hour. Solvent: C(C)O (ethanol). As a reaction SMILES: [N:1]1[CH:6]=[CH:5][C:4]([CH2:7][C:8]2([CH2:23][C:24]3[CH:29]=[CH:28][N:27]=[CH:26][CH:25]=3)[C:16]3[C:11](=[CH:12][CH:13]=[CH:14][CH:15]=3)[C:10]([C:17]3[CH:22]=[CH:21][CH:20]=[CH:19][CH:18]=3)=[CH:9]2)=[CH:3][CH:2]=1>C(O)C.[Pd]>[C:17]1([CH:10]2[C:11]3[C:16](=[CH:15][CH:14]=[CH:13][CH:12]=3)[C:8]([CH2:23][C:24]3[CH:29]=[CH:28][N:27]=[CH:26][CH:25]=3)([CH2:7][C:4]3[CH:3]=[CH:2][N:1]=[CH:6][CH:5]=3)[CH2:9]2)[CH:22]=[CH:21][CH:20]=[CH:19][CH:18]=1. The reactants are N1=CC=C(C=C1)CC1(C=C(C2=CC=CC=C12)C1=CC=CC=C1)CC1=CC=NC=C1 (1,1-bis(4-pyridinylmethyl)-3-phenyl-1H-indene). Reagents/catalysts: [Pd] (palladium on carbon). Reported procedure: To a solution of 1,1-bis(4-pyridinylmethyl)-3-phenyl-1H-indene (5.8 g, 15.5 mmol) in 95% ethanol (100 ml), was added 5% palladium on carbon catalyst (1.45 g) and the mixture was shaken under hydrogen (50 psig) at room temperature for 2 h. The catalyst was removed by filtration, and the solvent removed by rotary evaporation. The oil was purified via column chromatography (silica gel, 10% methanol/dichloromethane) to give pure 4-((2,3-dihydro-3-phenyl-1-(4-pyridinylmethyl)-1H-inden-1-ylmethyl))-py... Starting materials: Br (HBr), CCOCC (Ether), N1=CC(=CC=C1)CNC(=O)NC1=CC=C(C=C1)[N+](=O)[O-] (3-pyridylmethyl-3-(4-nitrophenyl)urea), C(CO)O (ethyleneglycol). Run in COC (monomethyl ether). Yields the product Br.N1=CC(=CC=C1)CNC(=O)NC1=CC=C(C=C1)[N+](=O)[O-] (1-(3-pyridylmethyl)-3-(4-nitrophenyl)urea hydrobromide). The yield is 76.0%. Reaction SMILES: [BrH:1].[N:2]1[CH:7]=[CH:6][CH:5]=[C:4]([CH2:8][NH:9][C:10]([NH:12][C:13]2[CH:18]=[CH:17][C:16]([N+:19]([O-:21])=[O:20])=[CH:15][CH:14]=2)=[O:11])[CH:3]=1.C(O)CO.CCOCC>COC>[BrH:1].[N:2]1[CH:7]=[CH:6][CH:5]=[C:4]([CH2:8][NH:9][C:10]([NH:12][C:13]2[CH:18]=[CH:17][C:16]([N+:19]([O-:21])=[O:20])=[CH:15][CH:14]=2)=[O:11])[CH:3]=1 |f:5.6|. Reported procedure: Gaseous HBr was passed into a solution of 3 g. of 3-pyridylmethyl-3-(4-nitrophenyl)urea in the monomethyl ether of ethyleneglycol. Ether was added to give a precipitate and after isolation, washing with ether and drying, 2.95 g. of white solid was obtained. This was a 76% yield of 1-(3-pyridylmethyl)-3-(4-nitrophenyl)urea hydrobromide. The reactants are FC1=CC=C(C(=O)NC(CC(=O)OCC)C(C(C)C)=O)C=C1 (ethyl 3-(4-fluorobenzoylamino)-3-isobutyrylpropionate), P(=O)(Cl)(Cl)Cl (phosphorus oxychloride). Run in CN(C=O)C (dimethylformamide). Yields the product FC1=CC=C(C=C1)C=1OC(=C(N1)CC(=O)OCC)C(C)C (ethyl 2-[2-(4-fluorophenyl)-5-isopropyl-4-oxazolyl]acetate). Isolated yield 60.7%. RXN SMILES: [F:1][C:2]1[CH:22]=[CH:21][C:5]([C:6]([NH:8][CH:9]([C:16](=[O:20])[CH:17]([CH3:19])[CH3:18])[CH2:10][C:11]([O:13][CH2:14][CH3:15])=[O:12])=O)=[CH:4][CH:3]=1.P(Cl)(Cl)(Cl)=O>CN(C)C=O>[F:1][C:2]1[CH:22]=[CH:21][C:5]([C:6]2[O:20][C:16]([CH:17]([CH3:19])[CH3:18])=[C:9]([CH2:10][C:11]([O:13][CH2:14][CH3:15])=[O:12])[N:8]=2)=[CH:4][CH:3]=1. Procedure: 7.0 g of ethyl 3-(4-fluorobenzoylamino)-3-isobutyrylpropionate, 35 ml of dimethylformamide and 5.7 g of phosphorus oxychloride are treated in the same manner as described in Example 1. 4.0 g of ethyl 2-[2-(4-fluorophenyl)-5-isopropyl-4-oxazolyl]acetate are thereby obtained. Yield: 60.6%. Reaction SMILES: [OH:1][C:2]1[CH:9]=[CH:8][C:5]([CH:6]=[O:7])=[CH:4][CH:3]=1.[OH-].[Na+].[C:12]([O:15][C@@H:16]1[C@@H:21]([O:22][C:23](=[O:25])[CH3:24])[C@H:20]([O:26][C:27](=[O:29])[CH3:28])[CH2:19][O:18][C@@H:17]1Br)(=[O:14])[CH3:13]>[Br-].C([N+](CCCC)(CCCC)CCCC)CCC.ClCCl.O>[C:12]([O:15][C@@H:16]1[C@@H:21]([O:22][C:23](=[O:25])[CH3:24])[C@H:20]([O:26][C:27](=[O:29])[CH3:28])[CH2:19][O:18][C@H:17]1[O:1][C:2]1[CH:9]=[CH:8][C:5]([CH:6]=[O:7])=[CH:4][CH:3]=1)(=[O:14])[CH3:13] |f:1.2,4.5|. The reagents and catalysts are [Br-].C(CCC)[N+](CCCC)(CCCC)CCCC (tetrabutylammonium bromide). Reported procedure: p-Hydroxybenzaldehyde (2.2 g, 18 mmol), dichloromethane (20 mL) and a 5% aqueous solution of sodium hydroxide (25 mL) were put in a 100 mL round bottom flask and stirred vigorously. At that time, a water phase turned yellow. To the resulting mixture, tetrabutylammonium bromide (1.0 g, 3.0 mmol) was added, and then, a dichloromethane (about 6 mL) solution of 2,3,4-tri-O-acetyl-α-D-xylopyranosyl bromide (4.0 g, 12 mmol) was added dropwise. A reaction vessel was protected from light. The resulting ... Run in O (water), ClCCl (dichloromethane), ClCCl (dichloromethane). The reactants are C(C)(=O)O[C@H]1[C@H](OC[C@H]([C@@H]1OC(C)=O)OC(C)=O)Br (2,3,4-tri-O-acetyl-α-D-xylopyranosyl bromide), OC1=CC=C(C=O)C=C1 (p-Hydroxybenzaldehyde), aqueous solution, [OH-].[Na+] (sodium hydroxide). Yields the product C(C)(=O)O[C@H]1[C@@H](OC[C@H]([C@@H]1OC(C)=O)OC(C)=O)OC1=CC=C(C=O)C=C1 (4-(2′,3′,4′-tri-O-acetyl-β-D-xylopyranosyloxy)benzaldehyde). Reported procedure: A sulphonitric mixture at 0° C., composed of sulphuric acid (3.8 ml) and nitric acid (1 ml), is added dropwise to a mixture, cooled to 10° C., of 2-chloro-1,4-xylene (1.4 g), acetic acid (17 ml) and 98% sulphuric acid (1 ml). The reaction medium is poured into a water/ice mixture and then filtered. The yellow precipitate is recrystallized from petroleum ether to give the title compound. Solvent: C(C)(=O)O (acetic acid). Yields the product ClC1=C(C=C(C(=C1)C)[N+](=O)[O-])C (1-Chloro-2,5-dimethyl-4-nitrobenzene). Reactants: S(O)(O)(=O)=O (sulphuric acid), water ice, [N+](=O)(O)[O-] (nitric acid), ClC1=C(C=CC(=C1)C)C (2-chloro-1,4-xylene), S(O)(O)(=O)=O (sulphuric acid). As a reaction SMILES: S(=O)(=O)(O)O.[N+:6]([O-:9])(O)=[O:7].[Cl:10][C:11]1[CH:16]=[C:15]([CH3:17])[CH:14]=[CH:13][C:12]=1[CH3:18]>C(O)(=O)C>[Cl:10][C:11]1[CH:16]=[C:15]([CH3:17])[C:14]([N+:6]([O-:9])=[O:7])=[CH:13][C:12]=1[CH3:18]. The reactants are CC(=O)Oc1ccc2cc(C(O)(c3cn(C(c4ccccc4)(c4ccccc4)c4ccccc4)cn3)C(C)C)ccc2c1, C, CC(=O)O, [Pd]. Product: CC(=O)Oc1ccc2cc(C(O)(c3c[nH]cn3)C(C)C)ccc2c1. As a reaction SMILES: [C:1]([CH3:2])(=[O:3])[O:4][c:5]1[cH:6][c:7]2[cH:8][cH:9][c:10]([C:15]([CH:16]([CH3:17])[CH3:18])([OH:19])[c:20]3[n:21][cH:22][n:23]([C:25]([c:26]4[cH:27][cH:28][cH:29][cH:30][cH:31]4)([c:32]4[cH:33][cH:34][cH:35][cH:36][cH:37]4)[c:38]4[cH:39][cH:40][cH:41][cH:42][cH:43]4)[cH:24]3)[cH:11][c:12]2[cH:13][cH:14]1.[C:48].[CH3:44][C:45](=[O:46])[OH:47].[Pd:49]>>[C:1]([CH3:2])(=[O:3])[O:4][c:5]1[cH:6][c:7]2[cH:8][cH:9][c:10]([C:15]([CH:16]([CH3:17])[CH3:18])([OH:19])[c:20]3[n:21][cH:22][nH:23][cH:24]3)[cH:11][c:12]2[cH:13][cH:14]1.